Dataset: the Open Reaction Database (ORD), a public repository of structured organic reaction records. Task: describe an organic reaction: reactants, conditions, products, and yield Starting materials: [H-].[Al+3].[Li+].[H-].[H-].[H-] (lithium aluminium hydride), C[C@H]1CC[C@H](CC2=C1C(=O)C[C@@H]2C)C(=C)C ((−)-rotundone), [OH-].[Na+] (NaOH), [O-]S(=O)(=O)[O-].[Mg+2] (MgSO4). The solvent is C(C)OCC (diethyl ether), C(C)OCC (diethyl ether). Reaction conditions: temperature -70 celsius, time 1 hour. The product is crude product, C[C@H]1C[C@H](C=2[C@H](CC[C@H](CC12)C(=C)C)C)O ((1R,3S,5R,8S)-3,8-dimethyl-5-(prop-1-en-2-yl)-1,2,3,4,5,6,7,8-octahydroazulen-1-ol), C[C@H]1C[C@@H](C=2[C@H](CC[C@H](CC12)C(=C)C)C)O ((1S,3S,5R,8S)-3,8-dimethyl-5-(prop-1-en-2-yl)-1,2,3,4,5,6,7,8-octahydroazulen-1-ol). The yield is 21.0%. Reaction SMILES: [H-].[Al+3].[Li+].[H-].[H-].[H-].[CH3:7][C@@H:8]1[C:14]2[C:15]([CH2:17][C@H:18]([CH3:19])[C:13]=2[CH2:12][C@H:11]([C:20]([CH3:22])=[CH2:21])[CH2:10][CH2:9]1)=[O:16].[OH-].[Na+].[O-]S([O-])(=O)=O.[Mg+2]>C(OCC)C>[CH3:19][C@@H:18]1[C:13]2[CH2:12][C@H:11]([C:20]([CH3:22])=[CH2:21])[CH2:10][CH2:9][C@H:8]([CH3:7])[C:14]=2[C@H:15]([OH:16])[CH2:17]1.[CH3:19][C@@H:18]1[C:13]2[CH2:12][C@H:11]([C:20]([CH3:22])=[CH2:21])[CH2:10][CH2:9][C@H:8]([CH3:7])[C:14]=2[C@@H:15]([OH:16])[CH2:17]1 |f:0.1.2.3.4.5,7.8,9.10|. Procedure details: At −70° C., a suspension of lithium aluminium hydride (0.52 g, 13.7 mmol) in diethyl ether (30 ml) was treated dropwise within 10 min. with a solution of (−)-rotundone ((3S,5R,8S)-3,4,5,6,7,8-hexahydro-3,8-dimethyl-5-(1-methylethenyl)-1(2H)-azulenone; 3.0 g, 13.7 mmol) in diethyl ether (20 ml). The resulting mixture was stirred for 1 h at −70° C., treated dropwise with a 2M aqueous NaOH solution (2.5 ml) while the reaction temperature rose to −20° C., stirred for 20 min., treated with MgSO4 (5 g... The reactants are C1COCCOCCOCCOCCO1, Cl, O=Cc1c[nH]c(-c2c(F)cccc2F)c1, [H-], [Na+], C1CCOC1, O=S(=O)(Cl)c1cccnc1. Yields the product O=Cc1cc(-c2c(F)cccc2F)n(S(=O)(=O)c2cccnc2)c1. As a reaction SMILES: [CH2:18]1[O:19][CH2:20][CH2:21][O:22][CH2:23][CH2:24][O:25][CH2:26][CH2:27][O:28][CH2:29][CH2:30][O:31][CH2:32]1.[ClH:33].[F:1][c:2]1[c:3](-[c:9]2[cH:10][c:11]([CH:14]=[O:15])[cH:12][nH:13]2)[c:4]([F:8])[cH:5][cH:6][cH:7]1.[H-:16].[Na+:17].[O:44]1[CH2:45][CH2:46][CH2:47][CH2:48]1.[n:34]1[cH:35][c:36]([S:40](=[O:41])(=[O:42])[Cl:43])[cH:37][cH:38][cH:39]1>>[F:1][c:2]1[c:3](-[c:9]2[cH:10][c:11]([CH:14]=[O:15])[cH:12][n:13]2[S:40]([c:36]2[cH:35][n:34][cH:39][cH:38][cH:37]2)(=[O:41])=[O:42])[c:4]([F:8])[cH:5][cH:6][cH:7]1.